This data is from the Open Reaction Database (ORD), a public repository of structured organic reaction records. The task is: describe an organic reaction: reactants, conditions, products, and yield The reactants are SC1=NC(=NC=C1C(=O)N)N1CCCCC1 (4-mercapto-2-piperidin-1-yl-pyrimidine-5-carboxylic acid amide), II (iodine). Product: N1(CCCCC1)C1=NC=C2C(=N1)SNC2=O (6-Piperidin-1-yl-isothiazolo[5,4-d]pyrimidin-3-one). Isolated yield 69.6%. RXN SMILES: [SH:1][C:2]1[C:7]([C:8]([NH2:10])=[O:9])=[CH:6][N:5]=[C:4]([N:11]2[CH2:16][CH2:15][CH2:14][CH2:13][CH2:12]2)[N:3]=1.II>>[N:11]1([C:4]2[N:3]=[C:2]3[S:1][NH:10][C:8](=[O:9])[C:7]3=[CH:6][N:5]=2)[CH2:16][CH2:15][CH2:14][CH2:13][CH2:12]1. Reported procedure: Using the procedure of Example 20, 20.8 g (87.4 mmol) of 4-mercapto-2-piperidin-1-yl-pyrimidine-5-carboxylic acid amide were treated with 22.2 g (87.4 mmol) of iodine to give 14.37 g of the title compound after recrystallization from dimethylformamide, mp 268°-269° C. The reactants are COC=1C=C(C=CC1O)CC(=O)OC (methyl 3-methoxy-4-hydroxyphenylacetate), ClCC1=NC2=CC=CC=C2C=C1 (2-chloromethylquinoline), [OH-].[Na+] (sodium hydroxide). Product: COC=1C=C(C=CC1OCC1=NC2=CC=CC=C2C=C1)CC(=O)OC (Methyl 2-[3-methoxy-4-(quinolin-2-yl-methoxy)phenyl]acetate). Reaction SMILES: [CH3:1][O:2][C:3]1[CH:4]=[C:5]([CH2:10][C:11]([O:13][CH3:14])=[O:12])[CH:6]=[CH:7][C:8]=1[OH:9].Cl[CH2:16][C:17]1[CH:26]=[CH:25][C:24]2[C:19](=[CH:20][CH:21]=[CH:22][CH:23]=2)[N:18]=1.[OH-].[Na+]>>[CH3:1][O:2][C:3]1[CH:4]=[C:5]([CH2:10][C:11]([O:13][CH3:14])=[O:12])[CH:6]=[CH:7][C:8]=1[O:9][CH2:16][C:17]1[CH:26]=[CH:25][C:24]2[C:19](=[CH:20][CH:21]=[CH:22][CH:23]=2)[N:18]=1 |f:2.3|. Procedure details: In analogy to the procedure of Example XIV, the title compound is prepared from 16 g (0.082 mol) of methyl 3-methoxy-4-hydroxyphenylacetate, 14.5 g (0.082 mol) of 2-chloromethylquinoline and 3.28 g (0.082 mol) of sodium hydroxide. Reagents/catalysts: C=1C=CC(=CC1)[P](C=2C=CC=CC2)(C=3C=CC=CC3)[Pd]([P](C=4C=CC=CC4)(C=5C=CC=CC5)C=6C=CC=CC6)([P](C=7C=CC=CC7)(C=8C=CC=CC8)C=9C=CC=CC9)[P](C=1C=CC=CC1)(C=1C=CC=CC1)C=1C=CC=CC1 (Pd(PPh3)4). As a reaction SMILES: [Cl:1][C:2]1[CH:3]=[C:4]([S:9]([NH:12][CH2:13][C:14]2([C:24]3[CH:29]=[CH:28][C:27](I)=[CH:26][CH:25]=3)[CH2:19][CH2:18][N:17]([CH2:20][CH:21]3[CH2:23][CH2:22]3)[CH2:16][CH2:15]2)(=[O:11])=[O:10])[CH:5]=[CH:6][C:7]=1[F:8].[C:31]([C:33]1[CH:34]=[C:35](B(O)O)[CH:36]=[CH:37][CH:38]=1)#[N:32].C([O-])([O-])=O.[Na+].[Na+].CCO>C1(C)C=CC=CC=1.C1C=CC([P]([Pd]([P](C2C=CC=CC=2)(C2C=CC=CC=2)C2C=CC=CC=2)([P](C2C=CC=CC=2)(C2C=CC=CC=2)C2C=CC=CC=2)[P](C2C=CC=CC=2)(C2C=CC=CC=2)C2C=CC=CC=2)(C2C=CC=CC=2)C2C=CC=CC=2)=CC=1.O>[Cl:1][C:2]1[CH:3]=[C:4]([S:9]([NH:12][CH2:13][C:14]2([C:24]3[CH:29]=[CH:28][C:27]([C:37]4[CH:36]=[CH:35][CH:34]=[C:33]([C:31]#[N:32])[CH:38]=4)=[CH:26][CH:25]=3)[CH2:19][CH2:18][N:17]([CH2:20][CH:21]3[CH2:23][CH2:22]3)[CH2:16][CH2:15]2)(=[O:11])=[O:10])[CH:5]=[CH:6][C:7]=1[F:8] |f:2.3.4,^1:61,63,82,101|. Procedure details: To a flask containing 3-chloro-N-[1-cyclopropylmethyl-4-(4-iodo-phenyl)-piperidin-4-ylmethyl]-4-fluorobenzenesulfonamide (0.047 g, 0.04 mmol) was added Pd(PPh3)4 (0.005 g, 0.004 mmol, 10 mol %), 3-cyanophenylboronic acid (0.01 g, 0.06 mmol, 1.5 eq.) and Na2CO3 (0.106 g, 1 mmol). The mixture was suspended in toluene (1.5 mL), EtOH (0.75 mL) and H2O (0.5 mL) and heated to 80° C. for 18 h. The reaction mixture was cooled to room temperature and partitioned between ethyl acetate (5 mL) and saturated... The product is ClC=1C=C(C=CC1F)S(=O)(=O)NCC1(CCN(CC1)CC1CC1)C1=CC=C(C=C1)C1=CC(=CC=C1)C#N (3-chloro-N-[4-(3′-cyano-biphenyl-4-yl)-1-cyclopropylmethyl-piperidin-4-ylmethyl]-4-fluoro-benzenesulfonamide). The solvent is O (H2O), C1(=CC=CC=C1)C (toluene). Yield: 450.7%. Starting materials: ClC=1C=C(C=CC1F)S(=O)(=O)NCC1(CCN(CC1)CC1CC1)C1=CC=C(C=C1)I (3-chloro-N-[1-cyclopropylmethyl-4-(4-iodo-phenyl)-piperidin-4-ylmethyl]-4-fluorobenzenesulfonamide), CCO (EtOH), C(#N)C=1C=C(C=CC1)B(O)O (3-cyanophenylboronic acid), C(=O)([O-])[O-].[Na+].[Na+] (Na2CO3). Reactants: O=C1OCC2C1N(Cc1ccccc1)C(=O)N2Cc1ccccc1, CC(=O)[O-], Cc1ccccc1, Cl, [Na+], O, S, S, [Zn]. The product is O=C1SCC2C1N(Cc1ccccc1)C(=O)N2Cc1ccccc1. As a reaction SMILES: [CH2:1]([c:2]1[cH:3][cH:4][cH:5][cH:6][cH:7]1)[N:8]1[C:9](=[O:24])[N:10]([CH2:17][c:18]2[cH:19][cH:20][cH:21][cH:22][cH:23]2)[CH:11]2[CH:12]1[CH2:13][O:14][C:15]2=[O:16].[CH3:26][C:27](=[O:28])[O-:29].[CH3:35][c:36]1[cH:37][cH:38][cH:39][cH:40][cH:41]1.[ClH:32].[Na+:25].[OH2:34].[S:30].[SH2:31].[Zn:33]>>[CH2:1]([c:2]1[cH:3][cH:4][cH:5][cH:6][cH:7]1)[N:8]1[C:9](=[O:24])[N:10]([CH2:17][c:18]2[cH:19][cH:20][cH:21][cH:22][cH:23]2)[CH:11]2[CH:12]1[CH2:13][S:31][C:15]2=[O:14]. Reactants: CCI, CN(C)C=O, C=C(Cl)CN1C(=O)c2ccccc2Nc2ncccc21, [H-], [Na+]. Yields the product C=C(Cl)CN1C(=O)c2ccccc2N(CC)c2ncccc21. As a reaction SMILES: [CH2:23]([CH3:24])[I:25].[CH3:26][N:27]([CH3:28])[CH:29]=[O:30].[Cl:1][C:2]([CH2:3][N:4]1[c:5]2[c:6]([n:16][cH:17][cH:18][cH:19]2)[NH:7][c:8]2[c:9]([cH:12][cH:13][cH:14][cH:15]2)[C:10]1=[O:11])=[CH2:20].[H-:21].[Na+:22]>>[Cl:1][C:2]([CH2:3][N:4]1[c:5]2[c:6]([n:16][cH:17][cH:18][cH:19]2)[N:7]([CH2:23][CH3:24])[c:8]2[c:9]([cH:12][cH:13][cH:14][cH:15]2)[C:10]1=[O:11])=[CH2:20].